Task: describe an organic reaction: reactants, conditions, products, and yield. Dataset: the Open Reaction Database (ORD), a public repository of structured organic reaction records The reactants are ClC1=C(C#N)C=CC(=C1)F (2-chloro-4-fluorobenzonitrile), Cl.C(C(C)C)OC(C(N)C)=O (D,L-alanine iso-butyl ester hydrochloride). Yields the product C(C(C)C)OC([C@@H](NC1=CC(=C(C=C1)C#N)Cl)C)=O (N-(3-chloro-4-cyanophenyl)alanine iso-butyl ester). RXN SMILES: [Cl:1][C:2]1[CH:9]=[C:8](F)[CH:7]=[CH:6][C:3]=1[C:4]#[N:5].Cl.[CH2:12]([O:16][C:17](=[O:21])[CH:18]([CH3:20])[NH2:19])[CH:13]([CH3:15])[CH3:14]>>[CH2:12]([O:16][C:17](=[O:21])[C@H:18]([CH3:20])[NH:19][C:8]1[CH:7]=[CH:6][C:3]([C:4]#[N:5])=[C:2]([Cl:1])[CH:9]=1)[CH:13]([CH3:15])[CH3:14] |f:1.2|. Procedure details: Following General Procedure AP above and using 2-chloro-4-fluorobenzonitrile (Aldrich) and D,L-alanine iso-butyl ester hydrochloride (from Example AA above), the title compound was prepared. The product was recovered by column chromatography on silica gel using 1:5 EtOAc/hexanes as the eluant.